describe an organic reaction: reactants, conditions, products, and yield From a dataset of the Open Reaction Database (ORD), a public repository of structured organic reaction records. As a reaction SMILES: [Cl:32][CH2:33][Cl:34].[F:10][c:11]1[cH:12][cH:13][c:14]([NH:17][C:18](=[O:19])[C:20]2([C:23](=[O:24])[OH:25])[CH2:21][CH2:22]2)[cH:15][cH:16]1.[F:1][c:2]1[n:3][c:4]([F:5])[n:6][c:7]([F:8])[n:9]1.[OH2:35].[cH:26]1[cH:27][cH:28][n:29][cH:30][cH:31]1>>[F:1][C:23]([C:20]1([C:18]([NH:17][c:14]2[cH:13][cH:12][c:11]([F:10])[cH:16][cH:15]2)=[O:19])[CH2:21][CH2:22]1)=[O:25]. Reactants: ClCCl, O=C(O)C1(C(=O)Nc2ccc(F)cc2)CC1, Fc1nc(F)nc(F)n1, O, c1ccncc1. Product: O=C(F)C1(C(=O)Nc2ccc(F)cc2)CC1. Reactants: C([O-])([O-])=O.[K+].[K+] (Potassium carbonate), BrCC1CC1 ((bromomethyl)cyclopropane), CC1=C(C=C(C=C1)O)[N+](=O)[O-] (4-methyl-3-nitrophenol). Solvent: CN(C)C=O (DMF). Run at temperature 60 celsius, time 8 hour. Product: C1(CC1)COC1=CC(=C(C=C1)C)[N+](=O)[O-] (4-(cyclopropylmethoxy)-1-methyl-2-nitrobenzene). Reaction SMILES: C(=O)([O-])[O-].[K+].[K+].Br[CH2:8][CH:9]1[CH2:11][CH2:10]1.[CH3:12][C:13]1[CH:18]=[CH:17][C:16]([OH:19])=[CH:15][C:14]=1[N+:20]([O-:22])=[O:21]>CN(C=O)C>[CH:11]1([CH2:10][O:19][C:16]2[CH:17]=[CH:18][C:13]([CH3:12])=[C:14]([N+:20]([O-:22])=[O:21])[CH:15]=2)[CH2:9][CH2:8]1 |f:0.1.2|. Reported procedure: Potassium carbonate (48.7 g) and (bromomethyl)cyclopropane (34.2 mL) were added to a solution of 4-methyl-3-nitrophenol (49.1 g) in DMF (320 mL) at room temperature, and the reaction mixture was stirred at 60° C. overnight. The solvent was evaporated under reduced pressure, and the residue was dissolved in diethyl ether, and the solution was washed 3 times with water. The aqueous layer was extracted again with diethyl ether, and the combined organic layer was washed with saturated brine, dried o... Starting materials: O=C([O-])O, CC(C)(C)OO, O=C(c1cccnc1Oc1cc(Cl)ccc1Cl)N1CCCc2ccccc21, ClCCCl, [Na+]. Yields the product O=C1CCN(C(=O)c2cccnc2Oc2cc(Cl)ccc2Cl)c2ccccc21. Reaction SMILES: [C:28]([OH:29])(=[O:30])[O-:31].[C:33]([O:34][OH:35])([CH3:36])([CH3:37])[CH3:38].[Cl:1][c:2]1[c:3]([O:4][c:5]2[n:6][cH:7][cH:8][cH:9][c:10]2[C:11](=[O:12])[N:13]2[CH2:14][CH2:15][CH2:16][c:17]3[cH:18][cH:19][cH:20][cH:21][c:22]32)[cH:23][c:24]([Cl:27])[cH:25][cH:26]1.[Cl:39][CH2:40][CH2:41][Cl:42].[Na+:32]>>[Cl:1][c:2]1[c:3]([O:4][c:5]2[n:6][cH:7][cH:8][cH:9][c:10]2[C:11](=[O:12])[N:13]2[CH2:14][CH2:15][C:16](=[O:29])[c:17]3[cH:18][cH:19][cH:20][cH:21][c:22]32)[cH:23][c:24]([Cl:27])[cH:25][cH:26]1. The reactants are [Na+].[I-] (NaI), COC(CCCCC=O)OC (6,6-dimethoxy-1-hexanal), ice, C1(=CC=C(C=C1)S(=O)(=O)Cl)C (p-toluene-sulfonyl chloride), N1=CC=CC=C1 (pyridine). Run in CC(=O)C (acetone), O (water). Conditions: time 2 hour. The product is COC(CCCCCI)OC (1,1-dimethoxy-6-iodohexane). Isolated yield 91.8%. RXN SMILES: [CH3:1][O:2][CH:3]([O:10][CH3:11])[CH2:4][CH2:5][CH2:6][CH2:7][CH:8]=O.C1(C)C=CC(S(Cl)(=O)=O)=CC=1.N1C=CC=CC=1.[Na+].[I-:30]>CC(C)=O.O>[CH3:1][O:2][CH:3]([O:10][CH3:11])[CH2:4][CH2:5][CH2:6][CH2:7][CH2:8][I:30] |f:3.4|. Reported procedure: 81 g (0.5 Mole) of 6,6-dimethoxy-1-hexanal was added to an ice-cooled mixture of 99.3 g (0.52 Mole) of p-toluene-sulfonyl chloride and 72 ml (0.9 Mole) of pyridine at such a rate that the temperature remained below 15°. Stirring was continued for 2 h at 5°-10°, then cold water was added and the mixture was extracted with ether. The organic layer was washed with 5% aq. AcOH, cold 2% NaOH, dried (Na2SO4), and evaporated at 20°. The residue (190 g) was dissolved in 500 ml of acetone, then a solutio...